This data is from the Open Reaction Database (ORD), a public repository of structured organic reaction records. The task is: describe an organic reaction: reactants, conditions, products, and yield The reactants are [O-]CC.[Mg+2].[O-]CC (magnesium ethoxide), C(CC(=O)OCC)(=O)OCC (diethyl malonate), FC(OC=1C(=C(C(=O)Cl)C=C(C1F)F)F)F (3-difluoromethoxy-2,4,5-trifluorobenzoyl chloride), diethyl ethoxymagnesium malonate, Cl (hydrochloric acid). Solvent: C(C)OCC (diethyl ether), C(C)OCC (diethyl ether), C(C)OCC (diethyl ether). The product is FC(OC=1C(=C(C(=O)C(C(=O)OCC)C(=O)OCC)C=C(C1F)F)F)F (diethyl 3-difluoromethoxy-2,4,5-trifluorobenzoylmalonate). Reaction SMILES: C([O-])(=O)CC([O-])=O.C(C(CC)(O[Mg+2])C)C.[O-]CC.[Mg+2].[O-]CC.[C:23]([O:31][CH2:32][CH3:33])(=[O:30])[CH2:24][C:25]([O:27][CH2:28][CH3:29])=[O:26].[F:34][CH:35]([F:49])[O:36][C:37]1[C:38]([F:48])=[C:39]([CH:43]=[C:44]([F:47])[C:45]=1[F:46])[C:40](Cl)=[O:41].Cl>C(OCC)C>[F:49][CH:35]([F:34])[O:36][C:37]1[C:38]([F:48])=[C:39]([CH:43]=[C:44]([F:47])[C:45]=1[F:46])[C:40]([CH:24]([C:25]([O:27][CH2:28][CH3:29])=[O:26])[C:23]([O:31][CH2:32][CH3:33])=[O:30])=[O:41] |f:0.1,2.3.4|. Procedure details: Meanwhile, a suspension of diethyl ethoxymagnesium malonate in diethyl ether was prepared from a mixture of 2.80 g (0.0238 moles) of magnesium ethoxide and 3.81 g (0.0238 moles) of diethyl malonate in 60 ml of anhydrous diethyl ether by heating under reflux for 1 hour, whilst stirring. A solution of the 3-difluoromethoxy-2,4,5-trifluorobenzoyl chloride prepared as described above in 50 ml of anhydrous diethyl ether was then added dropwise to the suspension, whilst stirring at room temperature, a... Reactants: CC(=O)O, COc1ccc(O)cc1OC, O=[N+]([O-])O. The product is COc1cc(O)c([N+](=O)[O-])cc1OC. Reaction SMILES: [C:16]([OH:17])(=[O:18])[CH3:19].[CH3:1][O:2][c:3]1[cH:4][c:5]([OH:11])[cH:6][cH:7][c:8]1[O:9][CH3:10].[OH:12][N+:13]([O-:14])=[O:15]>>[CH3:1][O:2][c:3]1[cH:4][c:5]([OH:11])[c:6]([N+:13](=[O:12])[O-:14])[cH:7][c:8]1[O:9][CH3:10]. Starting materials: [H][H] (hydrogen), O1CC1C(CCCC(C)(C)OC)C (8-epoxy-2-methoxy-2, 6-dimethyloctane), C([O-])([O-])=O.[Na+].[Na+] (sodium carbonate). The reagents and catalysts are [Ni] (Raney nickel). The solvent is C(C)(C)O (isopropanol). Product: COC\C(\C)=C/CCC(C)CCO (methoxy-citronellol), CC(CCCC(C)(C)OC)C(C)O (methoxyelgenol). Reaction SMILES: [O:1]1[CH:3]([CH:4]([CH3:13])[CH2:5][CH2:6][CH2:7][C:8]([O:11][CH3:12])([CH3:10])[CH3:9])[CH2:2]1.[C:14](=O)([O-])[O-:15].[Na+].[Na+].[H][H]>[Ni].C(O)(C)C>[CH3:14][O:15][CH2:10]/[C:8](=[CH:7]\[CH2:6][CH2:5][CH:4]([CH2:3][CH2:2][OH:1])[CH3:13])/[CH3:9].[CH3:13][CH:4]([CH:3]([OH:1])[CH3:2])[CH2:5][CH2:6][CH2:7][C:8]([O:11][CH3:12])([CH3:9])[CH3:10] |f:1.2.3|. Procedure: A solution of 186 g, 7, 8-epoxy-2-methoxy-2, 6-dimethyloctane and 5 g sodium carbonate in 100 ccs isopropanol was hydrogenated in the presence of 2 g Raney nickel at 120°C and 150 psi hydrogen pressure over 16 hours. The product was filtered and fractionally distilled to give 75 g methoxy-citronellol and 105 g methoxyelgenol. (R=Methyl). Methoxyelgenol has a marked long lasting sandalwood odour with rose undertones. Reactants: ClCCC1=C(N=C2N(C1=O)C=CN2C)C (6-(2-chloroethyl)-1,7-dimethyl-1H,5H-imidazo[1,2-a]pyrimidin-5-one), C(C)OCCN1C(=NC=2C1=NC=CC2)CN2CCNCC2 (3-(2-ethoxyethyl)-2-(1-piperazinylmethyl)-3H-imidazo[4,5-b]pyridine), C([O-])([O-])=O.[Na+].[Na+] (sodium carbonate). The solvent is CC(CC(C)=O)C (4-methyl-2-pentanone). Reaction conditions: time 44 hour. Yields the product C(\C=C\C(=O)O)(=O)O.CN1C=CN2C1=NC(=CC2=O)C (1,7-dimethyl-1H,5H-imidazo[1,2 a]pyrimidin-5-one (E)-2-butenedioate). RXN SMILES: ClCC[C:4]1[C:9](=[O:10])[N:8]2[CH:11]=[CH:12][N:13]([CH3:14])[C:7]2=[N:6][C:5]=1[CH3:15].C([O:18]CCN1C2=NC=CC=C2N=C1CN1CCNCC1)C.[C:37](=[O:40])([O-:39])[O-].[Na+].[Na+]>CC(C)CC(=O)C>[C:9]([OH:10])(=[O:18])/[CH:4]=[CH:5]/[C:37]([OH:39])=[O:40].[CH3:14][N:13]1[C:7]2=[N:6][C:5]([CH3:15])=[CH:4][C:9](=[O:10])[N:8]2[CH:11]=[CH:12]1 |f:2.3.4,6.7|. Reported procedure: A mixture of 2.7 parts of 6-(2-chloroethyl)-1,7-dimethyl-1H,5H-imidazo[1,2-a]pyrimidin-5-one, 2.9 parts of 3-(2-ethoxyethyl)-2-(1-piperazinylmethyl)-3H-imidazo[4,5-b]pyridine, 1.06 parts of sodium carbonate and 80 parts of 4-methyl-2-pentanone was stirred first for 44 hours at reflux temperature and then over weekend at room temperature. The reaction mixture was evaporated and the residue was taken up in water. The product was extracted with dichloromethane. The extracted was washed with water, ...